This data is from the Open Reaction Database (ORD), a public repository of structured organic reaction records. The task is: describe an organic reaction: reactants, conditions, products, and yield Reactants: C(C(C)(C)C)(=O)NC=1N=C(C2=C(N1)N=CC(=C2)CN(C=O)CC2=CC=C(C(=O)N[C@@H](CCC(=O)OCC)C(=O)OCC)C=C2)O (diethyl N-[N-(2-pivaloylamino-4-hydroxypyrido[2,3-d]pyrimidin-6-ylmethyl)-N-formyl-4-aminomethylbenzoyl]-glutamate), [H][H] (hydrogen). Reagents/catalysts: [Pt]=O (platinum oxide). Run in C(C)(=O)O (acetic acid). Yields the product C(C(C)(C)C)(=O)NC=1N=C(C2=C(N1)NCC(C2)CN(C=O)CC2=CC=C(C(=O)N[C@@H](CCC(=O)OCC)C(=O)OCC)C=C2)O (diethyl N-[N-(2-pivaloylamino-4-hydroxy-5,6,7,8-tetrahydropyrido[2,3-d]pyrimidin-6-ylmethyl)-N-formyl-4-aminomethylbenzoyl]-glutamate). Isolated yield 750.9%. As a reaction SMILES: [C:1]([NH:7][C:8]1[N:9]=[C:10]([OH:45])[C:11]2[CH:17]=[C:16]([CH2:18][N:19]([CH2:22][C:23]3[CH:44]=[CH:43][C:26]([C:27]([NH:29][C@H:30]([C:38]([O:40][CH2:41][CH3:42])=[O:39])[CH2:31][CH2:32][C:33]([O:35][CH2:36][CH3:37])=[O:34])=[O:28])=[CH:25][CH:24]=3)[CH:20]=[O:21])[CH:15]=[N:14][C:12]=2[N:13]=1)(=[O:6])[C:2]([CH3:5])([CH3:4])[CH3:3].[H][H]>C(O)(=O)C.[Pt]=O>[C:1]([NH:7][C:8]1[N:9]=[C:10]([OH:45])[C:11]2[CH2:17][CH:16]([CH2:18][N:19]([CH2:22][C:23]3[CH:24]=[CH:25][C:26]([C:27]([NH:29][C@H:30]([C:38]([O:40][CH2:41][CH3:42])=[O:39])[CH2:31][CH2:32][C:33]([O:35][CH2:36][CH3:37])=[O:34])=[O:28])=[CH:43][CH:44]=3)[CH:20]=[O:21])[CH2:15][NH:14][C:12]=2[N:13]=1)(=[O:6])[C:2]([CH3:3])([CH3:4])[CH3:5]. Reported procedure: To a solution of 1.09 g. (0.17 mmol) of diethyl N-[N-(2-pivaloylamino-4-hydroxypyrido[2,3-d]pyrimidin-6-ylmethyl)-N-formyl-4-aminomethylbenzoyl]-glutamate in 50 mL of glacial acetic acid was added 164 mg of platinum oxide. The suspension was shaken in a Parr hydrogenation apparatus under an atmosphere (50 psi) of hydrogen at 25° C. for 3 hours. The reaction mixture was filtered through Celite and the filtrate evaporated under reduced pressure. The residue was dissolved in 100 mL of methylene chl... Reactants: O=C([O-])[O-], CC#N, COc1ccccc1N1CCN(CCCl)CC1, Fc1ccc2[nH]cc(CC3CCNCC3)c2c1, [I-], [K+], [K+], [K+], O. Product: COc1ccccc1N1CCN(CCN2CCC(Cc3c[nH]c4ccc(F)cc34)CC2)CC1. RXN SMILES: [C:1](=[O:2])([O-:3])[O-:4].[CH3:43][C:44]#[N:45].[Cl:26][CH2:27][CH2:28][N:29]1[CH2:30][CH2:31][N:32]([c:35]2[c:36]([O:41][CH3:42])[cH:37][cH:38][cH:39][cH:40]2)[CH2:33][CH2:34]1.[F:9][c:10]1[cH:11][c:12]2[c:13]([CH2:19][CH:20]3[CH2:21][CH2:22][NH:23][CH2:24][CH2:25]3)[cH:14][nH:15][c:16]2[cH:17][cH:18]1.[I-:8].[K+:5].[K+:6].[K+:7].[OH2:46]>>[F:9][c:10]1[cH:11][c:12]2[c:13]([CH2:19][CH:20]3[CH2:21][CH2:22][N:23]([CH2:27][CH2:28][N:29]4[CH2:30][CH2:31][N:32]([c:35]5[c:36]([O:41][CH3:42])[cH:37][cH:38][cH:39][cH:40]5)[CH2:33][CH2:34]4)[CH2:24][CH2:25]3)[cH:14][nH:15][c:16]2[cH:17][cH:18]1.